The task is: describe an organic reaction: reactants, conditions, products, and yield. This data is from the Open Reaction Database (ORD), a public repository of structured organic reaction records. Reactants: COc1cc2c(C#N)cnc(Br)c2cc1OC, CCOc1cccc(C=O)c1, ClCCl, Cn1cc[n+](C)c1, [H-], [I-], [Na+], CN(C)C=O, O. The product is CCOc1cccc(C(=O)c2ncc(C#N)c3cc(OC)c(OC)cc23)c1. Reaction SMILES: [Br:3][c:4]1[n:5][cH:6][c:7]([C:18]#[N:19])[c:8]2[cH:9][c:10]([O:16][CH3:17])[c:11]([O:14][CH3:15])[cH:12][c:13]12.[CH2:20]([CH3:21])[O:22][c:23]1[cH:24][c:25]([CH:26]=[O:27])[cH:28][cH:29][cH:30]1.[CH2:44]([Cl:45])[Cl:46].[CH3:32][n:33]1[cH:34][n+:35]([CH3:36])[cH:37][cH:38]1.[H-:1].[I-:31].[Na+:2].[O:39]=[CH:40][N:41]([CH3:42])[CH3:43].[OH2:47]>>[c:4]1([C:26]([c:25]2[cH:24][c:23]([O:22][CH2:20][CH3:21])[cH:30][cH:29][cH:28]2)=[O:27])[n:5][cH:6][c:7]([C:18]#[N:19])[c:8]2[cH:9][c:10]([O:16][CH3:17])[c:11]([O:14][CH3:15])[cH:12][c:13]12. Yields the product F[C@H]1CN(CC1)C1=NC=2N(C(=C1)NC1CCOCC1)N=C(C2)C2=NC1=CC=CC=C1N=C2C (5-[(3R)-3-fluoropyrrolidin-1-yl]-2-(3-methylquinoxalin-2-yl)-N-(tetrahydro-2H-pyran-4-yl)pyrazolo[1,5-a]pyrimidin-7-amine). Reported procedure: To a suspension of 5-chloro-2-(3-methylquinoxalin-2-yl)-N-(tetrahydro-2H-pyran-4-yl)pyrazolo[1,5-a]pyrimidin-7-amine (Example 1.001 (g)) (4.26 g, 10.8 mmol), (R)-3-fluoropyrrolidine hydrochloride (13.7 g, 108 mmol), and diisopropylethylamine (20.7 g, 160 mmol) in N-methyl-2-pyrrolidinone (108 mL) was heated 80° C. for 3 days. After being cooled to ambient temperature, the reaction mixture was poured into water. The mixture was extracted with ethyl acetate, and the organic layer was washed with w... Reaction conditions: temperature 80 celsius. RXN SMILES: Cl[C:2]1[CH:7]=[C:6]([NH:8][CH:9]2[CH2:14][CH2:13][O:12][CH2:11][CH2:10]2)[N:5]2[N:15]=[C:16]([C:18]3[C:27]([CH3:28])=[N:26][C:25]4[C:20](=[CH:21][CH:22]=[CH:23][CH:24]=4)[N:19]=3)[CH:17]=[C:4]2[N:3]=1.Cl.[F:30][C@@H:31]1[CH2:35][CH2:34][NH:33][CH2:32]1.C(N(C(C)C)CC)(C)C.O>CN1CCCC1=O>[F:30][C@@H:31]1[CH2:35][CH2:34][N:33]([C:2]2[CH:7]=[C:6]([NH:8][CH:9]3[CH2:14][CH2:13][O:12][CH2:11][CH2:10]3)[N:5]3[N:15]=[C:16]([C:18]4[C:27]([CH3:28])=[N:26][C:25]5[C:20](=[CH:21][CH:22]=[CH:23][CH:24]=5)[N:19]=4)[CH:17]=[C:4]3[N:3]=2)[CH2:32]1 |f:1.2|. Solvent: CN1C(CCC1)=O (N-methyl-2-pyrrolidinone). Starting materials: ClC1=NC=2N(C(=C1)NC1CCOCC1)N=C(C2)C2=NC1=CC=CC=C1N=C2C (5-chloro-2-(3-methylquinoxalin-2-yl)-N-(tetrahydro-2H-pyran-4-yl)pyrazolo[1,5-a]pyrimidin-7-amine), C(C)(C)N(CC)C(C)C (diisopropylethylamine), O (water), Example 1.001 ( g ), Cl.F[C@H]1CNCC1 ((R)-3-fluoropyrrolidine hydrochloride). Run in C1=CC=CC=C1 (benzene). Starting materials: N1C(CC2=CC=CC=C12)=O (oxindole), C(C1=CC=CC=C1)=O (benzaldehyde), N1CCCCC1 (piperidine). Reaction SMILES: [NH:1]1[C:9]2[C:4](=[CH:5][CH:6]=[CH:7][CH:8]=2)[CH2:3][C:2]1=[O:10].[CH:11](=O)[C:12]1[CH:17]=[CH:16][CH:15]=[CH:14][CH:13]=1.N1CCCCC1>C1C=CC=CC=1>[CH:11](=[C:3]1[C:4]2[C:9](=[CH:8][CH:7]=[CH:6][CH:5]=2)[NH:1][C:2]1=[O:10])[C:12]1[CH:17]=[CH:16][CH:15]=[CH:14][CH:13]=1. Conditions: time 1 hour. Isolated yield 85.0%. Procedure details: A solution of oxindole (49.5 g, 0.37 mole), benzaldehyde (50 ml, 0.5 mole) and piperidine (2 ml) in 500 ml of benzene is heated at reflux temperature, with removal of water, for one hour. Benzene is removed in vacuo and the residue is crystallized from ethanol to give 69.6 g of 3-benzylidene indolin-2-one (m.p. 177°-179°). Product: C(C1=CC=CC=C1)=C1C(NC2=CC=CC=C12)=O (3-benzylidene indolin-2-one). Reactants: NC1CCN2CCC3=C(C2C1)C=C(C(=C3)OC)OC (2-amino-1,3,4,6,7,11b-hexahydro-9,10-dimethoxy-2H-benzo[a]quinolizine), C1(=CC=C(C=C1)C(=O)Cl)C (p-toluoyl chloride). Run in C1(=CC=CC=C1)C (toluene), [OH-].[Na+] (NaOH). Reaction conditions: time 1 hour. Product: Cl.COC1=CC2=C(C3CC(CCN3CC2)NC(C2=CC=C(C=C2)C)=O)C=C1OC (1,3,4,6,7,11b-Hexahydro-9,10-dimethoxy-2-(4-methylbenzoylamino)-2H-benzo[a]quinolizine hydrochloride). The yield is 22.6%. As a reaction SMILES: [NH2:1][CH:2]1[CH2:11][CH:10]2[N:5]([CH2:6][CH2:7][C:8]3[CH:15]=[C:14]([O:16][CH3:17])[C:13]([O:18][CH3:19])=[CH:12][C:9]=32)[CH2:4][CH2:3]1.[C:20]1([CH3:29])[CH:25]=[CH:24][C:23]([C:26]([Cl:28])=[O:27])=[CH:22][CH:21]=1>C1(C)C=CC=CC=1.[OH-].[Na+]>[ClH:28].[CH3:17][O:16][C:14]1[C:13]([O:18][CH3:19])=[CH:12][C:9]2[CH:10]3[N:5]([CH2:6][CH2:7][C:8]=2[CH:15]=1)[CH2:4][CH2:3][CH:2]([NH:1][C:26](=[O:27])[C:23]1[CH:24]=[CH:25][C:20]([CH3:29])=[CH:21][CH:22]=1)[CH2:11]3 |f:3.4,5.6|. Procedure: To a cold mixture of 2-amino-1,3,4,6,7,11b-hexahydro-9,10-dimethoxy-2H-benzo[a]quinolizine (9 g, 0.034 mole) in 300 ml of toluene and 75 ml of 20% NaOH was added dropwise p-toluoyl chloride (6 g, 0.035 mole). The mixture was stirred in the cold for 1 hour and allowed to come to room temperature. The solid was collected by filtration and the toluene layer concentrated in vacuo whereupon the solid and concentrate were combined and chromatographed over silica gel using ethyl acetate-methanol (4:1) ... Reactants: O (Water), BrCC#N (bromoacetonitrile), C1(=CC=CC2=CC=CC=C12)CN1C(=O)NC=2N=C(N(C2C1=O)CC#CC)N1CC(CCC1)NC(=O)OC(C)(C)C (1-(naphth-1-ylmethyl)-7-(but-2-ynyl)-8-(3-tert-butoxycarbonylamino-piperidin-1-yl)-xanthine), C([O-])([O-])=O.[K+].[K+] (potassium carbonate). Run in CN(C=O)C (dimethylformamide). Conditions: temperature 60 celsius, time 3 hour. The product is C1(=CC=CC2=CC=CC=C12)CN1C(=O)N(C=2N=C(N(C2C1=O)CC#CC)N1CC(CCC1)NC(=O)OC(C)(C)C)CC#N (1-(naphth-1-ylmethyl)-3-(cyanomethyl)-7-(but-2-ynyl)-8-(3-tert-butoxycarbonylamino-piperidin-1-yl)-xanthine). RXN SMILES: Br[CH2:2][C:3]#[N:4].[C:5]1([CH2:15][N:16]2[C:25](=[O:26])[C:24]3[N:23]([CH2:27][C:28]#[C:29][CH3:30])[C:22]([N:31]4[CH2:36][CH2:35][CH2:34][CH:33]([NH:37][C:38]([O:40][C:41]([CH3:44])([CH3:43])[CH3:42])=[O:39])[CH2:32]4)=[N:21][C:20]=3[NH:19][C:17]2=[O:18])[C:14]2[C:9](=[CH:10][CH:11]=[CH:12][CH:13]=2)[CH:8]=[CH:7][CH:6]=1.C(=O)([O-])[O-].[K+].[K+].O>CN(C)C=O>[C:5]1([CH2:15][N:16]2[C:25](=[O:26])[C:24]3[N:23]([CH2:27][C:28]#[C:29][CH3:30])[C:22]([N:31]4[CH2:36][CH2:35][CH2:34][CH:33]([NH:37][C:38]([O:40][C:41]([CH3:44])([CH3:43])[CH3:42])=[O:39])[CH2:32]4)=[N:21][C:20]=3[N:19]([CH2:2][C:3]#[N:4])[C:17]2=[O:18])[C:14]2[C:9](=[CH:10][CH:11]=[CH:12][CH:13]=2)[CH:8]=[CH:7][CH:6]=1 |f:2.3.4|. Procedure: 30 μl of bromoacetonitrile are added to a mixture of 0.20 g 1-(naphth-1-ylmethyl)-7-(but-2-ynyl)-8-(3-tert-butoxycarbonylamino-piperidin-1-yl)-xanthine and 0.10 g potassium carbonate in 3 ml of dimethylformamide. The reaction mixture is stirred for 3 h at 60° C. and then cooled to ambient temperature. Water is added and the precipitate is separated off and dried at 60° C. Reactants: CN(C)C=O, CC(C)N=C=NC(C)C, NCc1ccc(C2C(CCC(O)c3ccc(F)cc3)C(=O)N2c2ccc(F)cc2)cc1, O=C(O)COCCOCC(=O)NCCOCCOCC(=O)C(O)C(O)C(O)C(O)CO, Oc1cccc2[nH]nnc12. Yields the product O=C(COCCOCC(=O)NCc1ccc(C2C(CCC(O)c3ccc(F)cc3)C(=O)N2c2ccc(F)cc2)cc1)NCCOCCOCC(=O)C(O)C(O)C(O)C(O)CO. Reaction SMILES: [CH3:82][N:83]([CH3:84])[CH:85]=[O:86].[CH:63]([N:64]=[C:65]=[N:66][CH:67]([CH3:68])[CH3:69])([CH3:70])[CH3:71].[NH2:1][CH2:2][c:3]1[cH:4][cH:5][c:6]([CH:9]2[CH:10]([CH2:21][CH2:22][CH:23]([OH:24])[c:25]3[cH:26][cH:27][c:28]([F:31])[cH:29][cH:30]3)[C:11](=[O:20])[N:12]2[c:13]2[cH:14][cH:15][c:16]([F:19])[cH:17][cH:18]2)[cH:7][cH:8]1.[OH:32][CH:33]([C:34]([CH2:35][O:36][CH2:37][CH2:38][O:39][CH2:40][CH2:41][NH:42][C:43](=[O:44])[CH2:45][O:46][CH2:47][CH2:48][O:49][CH2:50][C:51](=[O:52])[OH:53])=[O:54])[CH:55]([CH:56]([CH:57]([CH2:58][OH:59])[OH:60])[OH:61])[OH:62].[OH:72][c:73]1[c:74]2[n:75][n:76][nH:77][c:78]2[cH:79][cH:80][cH:81]1>>[NH:1]([CH2:2][c:3]1[cH:4][cH:5][c:6]([CH:9]2[CH:10]([CH2:21][CH2:22][CH:23]([OH:24])[c:25]3[cH:26][cH:27][c:28]([F:31])[cH:29][cH:30]3)[C:11](=[O:20])[N:12]2[c:13]2[cH:14][cH:15][c:16]([F:19])[cH:17][cH:18]2)[cH:7][cH:8]1)[C:51]([CH2:50][O:49][CH2:48][CH2:47][O:46][CH2:45][C:43]([NH:42][CH2:41][CH2:40][O:39][CH2:38][CH2:37][O:36][CH2:35][C:34]([CH:33]([OH:32])[CH:55]([CH:56]([CH:57]([CH2:58][OH:59])[OH:60])[OH:61])[OH:62])=[O:54])=[O:44])=[O:52]. Reactants: CON=C(C(=O)OC)C1=C(C=CC=C1)COC1=CC=C(C=C1)C(C)=O (methyl 2-(4-acetylphenoxymethyl)phenylglyoxylate O-methyloxime), Cl.C(C1=CC=CC=C1)ON (benzyloxyamine hydrochloride). Run in CO (methanol). The product is CON=C(C(=O)OC)C1=C(C=CC=C1)COC1=CC=C(C=C1)C(C)=NOCC1=CC=CC=C1 (Methyl 2-[4-(1-benzyloxyiminoethyl)phenoxymethyl]phenylglyoxylate O-methyloxime). Isolated yield 82.6%. RXN SMILES: [CH3:1][O:2][N:3]=[C:4]([C:9]1[CH:14]=[CH:13][CH:12]=[CH:11][C:10]=1[CH2:15][O:16][C:17]1[CH:22]=[CH:21][C:20]([C:23](=O)[CH3:24])=[CH:19][CH:18]=1)[C:5]([O:7][CH3:8])=[O:6].Cl.[CH2:27]([O:34][NH2:35])[C:28]1[CH:33]=[CH:32][CH:31]=[CH:30][CH:29]=1>CO>[CH3:1][O:2][N:3]=[C:4]([C:9]1[CH:14]=[CH:13][CH:12]=[CH:11][C:10]=1[CH2:15][O:16][C:17]1[CH:22]=[CH:21][C:20]([C:23](=[N:35][O:34][CH2:27][C:28]2[CH:33]=[CH:32][CH:31]=[CH:30][CH:29]=2)[CH3:24])=[CH:19][CH:18]=1)[C:5]([O:7][CH3:8])=[O:6] |f:1.2|. Procedure: 5.3 g (0.016 mol) of methyl 2-(4-acetylphenoxymethyl)phenylglyoxylate O-methyloxime and 3.0 g (0.019 mol) of benzyloxyamine hydrochloride in 60 ml of methanol are stirred at room temperature for 24 hours. The mixture is then hydrolyzed with water and extracted with methyl tert-butyl ether. The organic phase is washed with water, dried and concentrated. 5.9 g (83%) of the title compound are obtained in the form of colorless crystals (melting point 104°-106° C., compound no. 590).